Dataset: the Open Reaction Database (ORD), a public repository of structured organic reaction records. Task: describe an organic reaction: reactants, conditions, products, and yield Starting materials: C(C)(C)(C)C1=CC(=C(C=C1)S(=O)(=O)N(COC)C1=C(SC=C1)C(=O)OC)C=CC1=CC=CC=C1 (Methyl 3-[4-tert-butyl-N-(methoxymethyl)-2-styrylphenylsulfonamido]thiophene-2-carboxylate). Reagents/catalysts: [Pd] (palladium on carbon). Solvent: C(C)O (ethanol). Reaction conditions: time 8 hour. The product is C(C)(C)(C)C1=CC(=C(C=C1)S(=O)(=O)N(COC)C1=C(SC=C1)C(=O)OC)CCC1=CC=CC=C1 (Methyl 3-[4-tert-butyl-N-(methoxymethyl)-2-phenethylphenylsulfonamido]thiophene-2-carboxylate). Yield: 60.6%. RXN SMILES: [C:1]([C:5]1[CH:10]=[CH:9][C:8]([S:11]([N:14]([C:18]2[CH:22]=[CH:21][S:20][C:19]=2[C:23]([O:25][CH3:26])=[O:24])[CH2:15][O:16][CH3:17])(=[O:13])=[O:12])=[C:7]([CH:27]=[CH:28][C:29]2[CH:34]=[CH:33][CH:32]=[CH:31][CH:30]=2)[CH:6]=1)([CH3:4])([CH3:3])[CH3:2]>[Pd].C(O)C>[C:1]([C:5]1[CH:10]=[CH:9][C:8]([S:11]([N:14]([C:18]2[CH:22]=[CH:21][S:20][C:19]=2[C:23]([O:25][CH3:26])=[O:24])[CH2:15][O:16][CH3:17])(=[O:12])=[O:13])=[C:7]([CH2:27][CH2:28][C:29]2[CH:30]=[CH:31][CH:32]=[CH:33][CH:34]=2)[CH:6]=1)([CH3:4])([CH3:2])[CH3:3]. Reported procedure: A suspension of 25 (206.0 mg; 0.47 mmol) and palladium on carbon (103.0 mg; 0.91 mmol) in ethanol (2.3 mL) was evacuated and filled with hydrogen gas (3×) and then stirred at room temperature under hydrogen overnight. Additional palladium on carbon (103.0 mg) was added and stirring was continued at room temperature for 16 hours. The reaction mixture filtered through celite and the filtrate concentrated under reduced pressure to afford the title compound as a clear oil (143 mg). Product: Cl.Cl.BrC1=CC(=C(C=C1)CCN[C@H]1CC[C@H](CC1)NC1=NC2=CC=CC=C2C(=N1)N(C)C)OC(F)(F)F (cis-N2-{4-[2-(4-bromo-2-trifluoromethoxy-phenyl)-ethylamino]-cyclohexyl}-N4,N4-dimethyl-quinazoline-2,4-diamine dihydrochloride). Run in C(Cl)Cl (CH2Cl2), CCOC(=O)C (EtOAc), CCOC(=O)C (EtOAc). Reaction SMILES: [NH2:1][C@@H:2]1[CH2:7][CH2:6][C@H:5]([NH:8][C:9]2[N:18]=[C:17]([N:19]([CH2:22]C)[CH2:20]C)[C:16]3[C:11](=[CH:12][CH:13]=[CH:14][CH:15]=3)[N:10]=2)[CH2:4][CH2:3]1.[Br:24][C:25]1[CH:30]=[CH:29][C:28]([CH2:31][CH:32]=O)=[C:27]([O:34][C:35]([F:38])([F:37])[F:36])[CH:26]=1.CC(O)=O.[BH-](OC(C)=O)(OC(C)=O)OC(C)=O.[Na+].[ClH:57]>C(Cl)Cl.CCOC(C)=O>[ClH:57].[ClH:57].[Br:24][C:25]1[CH:30]=[CH:29][C:28]([CH2:31][CH2:32][NH:1][C@@H:2]2[CH2:3][CH2:4][C@H:5]([NH:8][C:9]3[N:18]=[C:17]([N:19]([CH3:20])[CH3:22])[C:16]4[C:11](=[CH:12][CH:13]=[CH:14][CH:15]=4)[N:10]=3)[CH2:6][CH2:7]2)=[C:27]([O:34][C:35]([F:36])([F:37])[F:38])[CH:26]=1 |f:3.4,8.9.10|. Procedure: To a suspension of cis-N2-(4-amino-cyclohexyl)-N4,N4-dimethyl-quinazoline-2,4-diamine obtained in step C of example 9 (300 mg, 1.05 mmol) in CH2Cl2 (3 mL) were added (4-bromo-2-trifluoromethoxy-phenyl)-acetaldehyde (357 mg, 1.26 mmol), AcOH (76 mg, 1.26 mmol), and NaBH(OAc)3 (334 mg, 1.57 mmol). The reaction mixture was stirred at ambient temperature for 4.5 hr. The reaction was quenched with saturated aqueous NaHCO3 The aqueous layer was extracted with CHCl3 (three times). The combined organic ... The yield is 25.0%. The reactants are BrC1=CC(=C(C=C1)CC=O)OC(F)(F)F ((4-bromo-2-trifluoromethoxy-phenyl)-acetaldehyde), CC(=O)O (AcOH), [BH-](OC(=O)C)(OC(=O)C)OC(=O)C.[Na+] (NaBH(OAc)3), N[C@H]1CC[C@H](CC1)NC1=NC2=CC=CC=C2C(=N1)N(CC)CC (cis-N2-(4-amino-cyclohexyl)-N4,N4-diethyl-quinazoline-2,4-diamine), Cl (hydrogen chloride). Run at time 4.5 hour.